Dataset: the Open Reaction Database (ORD), a public repository of structured organic reaction records. Task: describe an organic reaction: reactants, conditions, products, and yield Reaction SMILES: [BH4-:19].[CH2:21]([C:22]#[CH:24])[Br:23].[CH3:14][N:15]([CH3:16])[CH:17]=[O:18].[NH2:1][c:2]1[c:3]([N+:11](=[O:12])[O-:13])[cH:4][c:5]([S:8][C:9]#[N:10])[cH:6][cH:7]1.[Na+:20].[OH2:25]>>[NH2:1][c:2]1[c:3]([N+:11](=[O:12])[O-:13])[cH:4][c:5]([S:8][CH2:9][C:21]#[CH:22])[cH:6][cH:7]1. Product: C#CCSc1ccc(N)c([N+](=O)[O-])c1. The reactants are [BH4-], C#CCBr, CN(C)C=O, N#CSc1ccc(N)c([N+](=O)[O-])c1, [Na+], O. Yields the product [Li]c1cccc2c1Cc1ccccc1-2. RXN SMILES: [CH2:1]1[c:2]2[cH:3][cH:4][cH:5][cH:6][c:7]2-[c:8]2[cH:9][cH:10][cH:11][cH:12][c:13]21.[CH2:25]1[O:26][CH2:27][CH2:28][CH2:29]1.[CH3:19][CH2:20][CH2:21][CH2:22][CH2:23][CH3:24].[Li:14][CH2:15][CH2:16][CH2:17][CH3:18]>>[CH2:1]1[c:2]2[cH:3][cH:4][cH:5][cH:6][c:7]2-[c:8]2[cH:9][cH:10][cH:11][c:12]([Li:14])[c:13]21. Starting materials: c1ccc2c(c1)Cc1ccccc1-2, C1CCOC1, CCCCCC, [Li]CCCC. Starting materials: O=C1NC(=O)C2(CCc3cc(C(=O)O)ccc3C2)N1, [N-]=[N+]=[N-], [Na+], [Na+], [OH-], O=S(=O)(O)O. Product: Nc1ccc2c(c1)CCC1(C2)NC(=O)NC1=O. Reaction SMILES: [C:1]([OH:2])(=[O:3])[c:4]1[cH:5][c:6]2[c:17]([cH:18][cH:19]1)[CH2:16][C:9]1([CH2:8][CH2:7]2)[NH:10][C:11](=[O:15])[NH:12][C:13]1=[O:14].[N-:21]=[N+:22]=[N-:23].[Na+:20].[Na+:25].[OH-:24].[S:26](=[O:27])(=[O:28])([OH:29])[OH:30]>>[c:4]1([NH2:21])[cH:5][c:6]2[c:17]([cH:18][cH:19]1)[CH2:16][C:9]1([CH2:8][CH2:7]2)[NH:10][C:11](=[O:15])[NH:12][C:13]1=[O:14]. Reported procedure: To a stirred solution of sodium methoxide (0.5 g, 0.009 moles) in ethanol (40 ml) and ethyl acetoacetate (0.9 ml) was added [2,3-dichloro-4-(3-dimethylamino-1-oxopropyl)phenoxy]acetic acid (0.95 g, 0.0027 mole). The reaction mixture was heated at reflux for 21/2 hours then the solvent was distilled at reduced pressure. The residue was dissolved in water, acidified with hydrochloric acid, extracted with ether, washed with water, dried over magnesium sulfate and evaporated at reduced pressure to g... Reaction SMILES: C[O-:2].[Na+].[Cl:4][C:5]1[C:15]([Cl:16])=[C:14]([C:17](=O)[CH2:18][CH2:19]N(C)C)[CH:13]=[CH:12][C:6]=1[O:7][CH2:8][C:9]([OH:11])=[O:10].[C:24](OCC)(=O)[CH2:25][C:26](C)=O>C(O)C>[Cl:4][C:5]1[C:15]([Cl:16])=[C:14]([C:17]2[CH2:26][CH2:25][CH2:24][C:19](=[O:2])[CH:18]=2)[CH:13]=[CH:12][C:6]=1[O:7][CH2:8][C:9]([OH:11])=[O:10] |f:0.1|. Starting materials: C[O-].[Na+] (sodium methoxide), ClC1=C(OCC(=O)O)C=CC(=C1Cl)C(CCN(C)C)=O ([2,3-dichloro-4-(3-dimethylamino-1-oxopropyl)phenoxy]acetic acid), C(CC(=O)C)(=O)OCC (ethyl acetoacetate). The product is ClC1=C(OCC(=O)O)C=CC(=C1Cl)C1=CC(CCC1)=O ([2,3-dichloro-4-(3-oxo-1-cyclohexen-1-yl)phenoxy]acetic acid). Run in C(C)O (ethanol). Reactants: FC1=CC=C2C3(C(NC2=C1)=O)C1=C(OC3)C=C3OCCC3=C1 (6′-fluoro-5,6-dihydrospiro[benzo[1,2-b:5,4-b′]difuran-3,3′-indol]-2′(1′H)-one), BrCC=1OC(=CC1)C(F)(F)F (2-(bromomethyl)-5-(trifluoromethyl)furan), CC1=NOC2=C1C=C1C(=C2)OCC12C(NC1=CC=CC=C21)=O (3-methylspiro[furo[3,2-f][1,2]benzisoxazole-5,3′-indol]-2′(1′H)-one), CC1=CC=C(C=C1)S(=O)(=O)OC[C@@H]1OCCC1 ((R)-(tetrahydrofuran-2-yl)methyl 4-methylbenzenesulfonate). Product: FC1=CC=C2C3(C(N(C2=C1)C[C@@H]1OCCC1)=O)C1=C(OC3)C=C3OCCC3=C1 (6′-fluoro-1′-[(2R)-tetrahydrofuran-2-ylmethyl]-5,6-dihydrospiro[benzo[1,2-b:5,4-b′]difuran-3,3′-indol]-2′(1H)-one). As a reaction SMILES: [F:1][C:2]1[CH:10]=[C:9]2[C:5]([C:6]3([CH2:15][O:14][C:13]4[CH:16]=[C:17]5[C:21](=[CH:22][C:12]3=4)[CH2:20][CH2:19][O:18]5)[C:7](=[O:11])[NH:8]2)=[CH:4][CH:3]=1.CC1C2C=[C:30]3[C:35]4(C5C(=CC=CC=5)NC4=O)[CH2:34][O:33][C:31]3=[CH:32]C=2ON=1.CC1C=CC(S(OC[C@H]2CCCO2)(=O)=O)=CC=1.BrCC1OC(C(F)(F)F)=CC=1>>[F:1][C:2]1[CH:10]=[C:9]2[C:5]([C:6]3([CH2:15][O:14][C:13]4[CH:16]=[C:17]5[C:21](=[CH:22][C:12]3=4)[CH2:20][CH2:19][O:18]5)[C:7](=[O:11])[N:8]2[CH2:32][C@H:31]2[CH2:30][CH2:35][CH2:34][O:33]2)=[CH:4][CH:3]=1. Procedure: Following the procedure as described in EXAMPLE 9 and making non-critical variations using 6′-fluoro-5,6-dihydrospiro[benzo[1,2-b:5,4-b′]difuran-3,3′-indol]-2′(1′H)-one to replace 3-methylspiro[furo[3,2-f][1,2]benzisoxazole-5,3′-indol]-2′(1′H)-one, and (R)-(tetrahydrofuran-2-yl)methyl 4-methylbenzenesulfonate to replace 2-(bromomethyl)-5-(trifluoromethyl)furan, 6′-fluoro-1′-[(2R)-tetrahydrofuran-2-ylmethyl]-5,6-dihydrospiro[benzo[1,2-b:5,4-b′]difuran-3,3′-indol]-2′(1H)-one was obtained (47%) as ... Starting materials: IN1C(CCC1=O)=O (N-iodosuccinimide), NC1=NC=CC(=N1)C1=CC(=C(N1COCC[Si](C)(C)C)C1=C(C=CC(=C1)Cl)C)C(=O)OCC (ethyl 5-(2-aminopyrimidin-4-yl)-2-(5-chloro-2-methylphenyl)-1-{[2-(trimethylsilyl)ethoxy]methyl}-1H-pyrrole-3-carboxylate). Solvent: CN(C)C=O (DMF). Run at temperature 60 celsius. Yields the product NC1=NC=C(C(=N1)C1=CC(=C(N1COCC[Si](C)(C)C)C1=C(C=CC(=C1)Cl)C)C(=O)OCC)I (Ethyl 5-(2-amino-5-iodopyrimidin-4-yl)-2-(5-chloro-2-methylphenyl)-1-{[2-(trimethylsilyl)ethoxy]methyl}-1H-pyrrole-3-carboxylate). Yield: 79.3%. Reaction SMILES: [I:1]N1C(=O)CCC1=O.[NH2:9][C:10]1[N:15]=[C:14]([C:16]2[N:20]([CH2:21][O:22][CH2:23][CH2:24][Si:25]([CH3:28])([CH3:27])[CH3:26])[C:19]([C:29]3[CH:34]=[C:33]([Cl:35])[CH:32]=[CH:31][C:30]=3[CH3:36])=[C:18]([C:37]([O:39][CH2:40][CH3:41])=[O:38])[CH:17]=2)[CH:13]=[CH:12][N:11]=1>CN(C=O)C>[NH2:9][C:10]1[N:15]=[C:14]([C:16]2[N:20]([CH2:21][O:22][CH2:23][CH2:24][Si:25]([CH3:28])([CH3:27])[CH3:26])[C:19]([C:29]3[CH:34]=[C:33]([Cl:35])[CH:32]=[CH:31][C:30]=3[CH3:36])=[C:18]([C:37]([O:39][CH2:40][CH3:41])=[O:38])[CH:17]=2)[C:13]([I:1])=[CH:12][N:11]=1. Procedure details: N-iodosuccinimide (356 mg, 1.58 mmol) was added to a solution of ethyl 5-(2-aminopyrimidin-4-yl)-2-(5-chloro-2-methylphenyl)-1-{[2-(trimethylsilyl)ethoxy]methyl}-1H-pyrrole-3-carboxylate (700 mg, 1.44 mmol) in DMF (15 mL). The reaction mixture was heated at 60° C. for 4 h, allowed to cool to room temperature, concentrated and then diluted with EtOAc (30 mL). The organic phase was washed with sodium sulfite, water, brine, dried over sodium sulphate, and evaporated to afford the title compound as ... Reactants: Brc1cccnc1, O=C([O-])O, Cc1ccccc1, CO, [Na+], O=[N+]([O-])c1cccc(B(O)O)c1, c1ccc(P(c2ccccc2)(c2ccccc2)[Pd](P(c2ccccc2)(c2ccccc2)c2ccccc2)(P(c2ccccc2)(c2ccccc2)c2ccccc2)P(c2ccccc2)(c2ccccc2)c2ccccc2)cc1. Product: O=[N+]([O-])c1cccc(-c2cccnc2)c1. RXN SMILES: [Br:1][c:2]1[cH:3][n:4][cH:5][cH:6][cH:7]1.[C:8](=[O:9])([OH:10])[O-:11].[CH3:25][c:26]1[cH:27][cH:28][cH:29][cH:30][cH:31]1.[CH3:32][OH:33].[Na+:12].[OH:13][B:14]([c:15]1[cH:16][c:17]([N+:21](=[O:22])[O-:23])[cH:18][cH:19][cH:20]1)[OH:24].[cH:34]1[cH:35][cH:36][c:37]([P:38]([Pd:39]([P:40]([c:41]2[cH:42][cH:43][cH:44][cH:45][cH:46]2)([c:47]2[cH:48][cH:49][cH:50][cH:51][cH:52]2)[c:53]2[cH:54][cH:55][cH:56][cH:57][cH:58]2)([P:59]([c:60]2[cH:61][cH:62][cH:63][cH:64][cH:65]2)([c:66]2[cH:67][cH:68][cH:69][cH:70][cH:71]2)[c:72]2[cH:73][cH:74][cH:75][cH:76][cH:77]2)[P:78]([c:79]2[cH:80][cH:81][cH:82][cH:83][cH:84]2)([c:85]2[cH:86][cH:87][cH:88][cH:89][cH:90]2)[c:91]2[cH:92][cH:93][cH:94][cH:95][cH:96]2)([c:97]2[cH:98][cH:99][cH:100][cH:101][cH:102]2)[c:103]2[cH:104][cH:105][cH:106][cH:107][cH:108]2)[cH:109][cH:110]1>>[c:2]1(-[c:15]2[cH:16][c:17]([N+:21](=[O:22])[O-:23])[cH:18][cH:19][cH:20]2)[cH:3][n:4][cH:5][cH:6][cH:7]1.